This data is from the Open Reaction Database (ORD), a public repository of structured organic reaction records. The task is: describe an organic reaction: reactants, conditions, products, and yield Reaction conditions: time 10 minute. Reactants: FC1=C(C=C(C=C1)C(=O)N1CCC2(OC3=C(N4C2=CC=C4)C=CC=C3)CC1)S(=O)(=O)C ((4-Fluoro-3-methylsulfonyl-phenyl)-spiro[piperidine-4,4′-pyrrolo[2,1-c][1,4]benzoxazine]-1-yl-methanone), CO (MeOH), [H-].[Na+] (NaH). Procedure: (4-Fluoro-3-methylsulfonyl-phenyl)-spiro[piperidine-4,4′-pyrrolo[2,1-c][1,4]benzoxazine]-1-yl-methanone (44 mg, 0.10 mmol) and MeOH (12 μL, 0.30 mmol) were combined in DMF (1 mL). NaH (60%, 12 mg, 0.30 mmol) was added and the reaction mixture was stirred for 10 minutes. The mixture was filtered and was purified by reverse phase preparative liquid chromatography utilizing a gradient of 10-99% acetonitrile in water containing 5 mM hydrochloric acid to give (4-methoxy-3-(methylsulfonyl)phenyl)(spir... As a reaction SMILES: F[C:2]1[CH:7]=[CH:6][C:5]([C:8]([N:10]2[CH2:27][CH2:26][C:13]3([C:18]4=[CH:19][CH:20]=[CH:21][N:17]4[C:16]4[CH:22]=[CH:23][CH:24]=[CH:25][C:15]=4[O:14]3)[CH2:12][CH2:11]2)=[O:9])=[CH:4][C:3]=1[S:28]([CH3:31])(=[O:30])=[O:29].[CH3:32][OH:33].[H-].[Na+]>CN(C=O)C>[CH3:32][O:33][C:2]1[CH:7]=[CH:6][C:5]([C:8]([N:10]2[CH2:27][CH2:26][C:13]3([O:14][C:15]4[CH:25]=[CH:24][CH:23]=[CH:22][C:16]=4[N:17]4[CH:21]=[CH:20][CH:19]=[C:18]34)[CH2:12][CH2:11]2)=[O:9])=[CH:4][C:3]=1[S:28]([CH3:31])(=[O:30])=[O:29] |f:2.3|. The solvent is CN(C)C=O (DMF). Product: COC1=C(C=C(C=C1)C(=O)N1CCC2(CC1)C=1N(C3=C(O2)C=CC=C3)C=CC1)S(=O)(=O)C ((4-methoxy-3-(methylsulfonyl)phenyl)(spiro[benzo[b]pyrrolo[1,2-d][1,4]oxazine-4,4′-piperidine]-1′-yl)methanone). Yields the product FC1=C(OC2=CC(=NC=C2)NC(=O)C2CCN(CC2)C(=O)OC(C)(C)C)C=CC(=C1)NC(=O)NC(CC1=CC=CC=C1)=O (t-Butyl 4-{4-[2-fluoro-4-(3-phenylacetylureido)phenoxy]pyridin-2-ylcarbamoyl}piperidine-1-carboxylate). Reaction SMILES: FC(F)(F)[C:3]([OH:5])=[O:4].[F:8][C:9]1[CH:30]=[C:29]([NH:31][C:32]([NH:34][C:35](=[O:43])[CH2:36][C:37]2[CH:42]=[CH:41][CH:40]=[CH:39][CH:38]=2)=[O:33])[CH:28]=[CH:27][C:10]=1[O:11][C:12]1[CH:17]=[CH:16][N:15]=[C:14]([NH:18][C:19]([CH:21]2[CH2:26][CH2:25][NH:24][CH2:23][CH2:22]2)=[O:20])[CH:13]=1>>[F:8][C:9]1[CH:30]=[C:29]([NH:31][C:32]([NH:34][C:35](=[O:43])[CH2:36][C:37]2[CH:38]=[CH:39][CH:40]=[CH:41][CH:42]=2)=[O:33])[CH:28]=[CH:27][C:10]=1[O:11][C:12]1[CH:17]=[CH:16][N:15]=[C:14]([NH:18][C:19]([CH:21]2[CH2:26][CH2:25][N:24]([C:3]([O:5][C:21]([CH3:26])([CH3:22])[CH3:19])=[O:4])[CH2:23][CH2:22]2)=[O:20])[CH:13]=1. Procedure: t-Butyl 4-{4-[2-fluoro-4-(3-phenylacetylureido)phenoxy]pyridin-2-ylcarbamoyl}piperidine-1-carboxylate (60 mg, 0.101 mmol) and trifluoroacetic acid (0.50 ml) gave a crude product of piperidine-4-carboxylic acid {4-[2-fluoro-4-(3-phenylacetylureido)phenoxy]pyridin-2-yl}amide (ESI-MS (m/z):492). The crude product, formalin (37% aqueous solution; 0.0376 ml, 0.505 mmol), acetic acid (0.0231 ml, 0.404 mmol) and sodium triacetoxyborohydride (42.8 mg, 0.202 mmol) gave the titled compound (51.1 mg, 22.5%... Starting materials: FC(C(=O)O)(F)F (trifluoroacetic acid), crude product, FC1=C(OC2=CC(=NC=C2)NC(=O)C2CCNCC2)C=CC(=C1)NC(=O)NC(CC1=CC=CC=C1)=O (piperidine-4-carboxylic acid {4-[2-fluoro-4-(3-phenylacetylureido)phenoxy]pyridin-2-yl}amide). Starting materials: C(C)(C)(C)C=1C=C(C=C(C1O)C(C)(C)C)C=1NC(NC1C)=S (4-(3,5-di-tert-butyl-4-hydroxyphenyl)-5-methyl-2-thioxo-4-imidazoline), C([O-])([O-])=O.[K+].[K+] (potassium carbonate), CI (methyl iodide). Run in CC(=O)C (acetone). Yields the product C(C)(C)(C)C=1C=C(C=C(C1O)C(C)(C)C)C=1N=C(NC1C)SC (4-(3,5-di-tert-butyl-4-hydroxyphenyl)-5-methyl-2-methylthioimidazole). Isolated yield 29.9%. Reaction SMILES: [C:1]([C:5]1[CH:6]=[C:7]([C:16]2[NH:17][C:18](=[S:22])[NH:19][C:20]=2[CH3:21])[CH:8]=[C:9]([C:12]([CH3:15])([CH3:14])[CH3:13])[C:10]=1[OH:11])([CH3:4])([CH3:3])[CH3:2].[C:23](=O)([O-])[O-].[K+].[K+].CI>CC(C)=O>[C:1]([C:5]1[CH:6]=[C:7]([C:16]2[N:17]=[C:18]([S:22][CH3:23])[NH:19][C:20]=2[CH3:21])[CH:8]=[C:9]([C:12]([CH3:14])([CH3:15])[CH3:13])[C:10]=1[OH:11])([CH3:2])([CH3:3])[CH3:4] |f:1.2.3|. Procedure: By following the same procedure as in Example 10 using 0.32 g of 4-(3,5-di-tert-butyl-4-hydroxyphenyl)-5-methyl-2-thioxo-4-imidazoline, 10 ml of dry acetone, 0.15 g of potassium carbonate, and 0.15 g of methyl iodide and recrystallizing the product from cyclohexane, 0.1 g of 4-(3,5-di-tert-butyl-4-hydroxyphenyl)-5-methyl-2-methylthioimidazole was obtained. Isolated yield 155.6%. Reactants: CN1N=C(N=C1NCCCOC1=CC(=CC=C1)CN1CCCCC1)CCC(=O)O (1-methyl-5-[[3-[3-(1-piperidinylmethyl)phenoxy]propyl]amino]-1H-1,2,4-triazole-3-propanoic acid), CN(N=CC1=CC=CC=C1)C(SC)=NC(CC(=O)OCC)=O (ethyl 3-[[[1-methyl-2-(phenylmethylene)hydrazino](methylthio)methylene]amino]-3-oxopropanoate). Product: CN(N=CC1=CC=CC=C1)C(NCCCOC1=CC(=CC=C1)CN1CCCCC1)=NC(CC(=O)OCC)=O (Ethyl 3-[[[1-methyl-2-(phenylmethylene)hydrazino][[3-[3-(1-piperidinylmethyl)phenoxy]propyl]amino]methylene]amino]-3-oxopropanoate). Reaction SMILES: CN1C([NH:7][CH2:8][CH2:9][CH2:10][O:11][C:12]2[CH:17]=[CH:16][CH:15]=[C:14]([CH2:18][N:19]3[CH2:24][CH2:23][CH2:22][CH2:21][CH2:20]3)[CH:13]=2)=NC(CCC(O)=O)=N1.[CH3:30][N:31]([C:40](=[N:43][C:44](=[O:51])[CH2:45][C:46]([O:48][CH2:49][CH3:50])=[O:47])SC)[N:32]=[CH:33][C:34]1[CH:39]=[CH:38][CH:37]=[CH:36][CH:35]=1>>[CH3:30][N:31]([C:40](=[N:43][C:44](=[O:51])[CH2:45][C:46]([O:48][CH2:49][CH3:50])=[O:47])[NH:7][CH2:8][CH2:9][CH2:10][O:11][C:12]1[CH:17]=[CH:16][CH:15]=[C:14]([CH2:18][N:19]2[CH2:24][CH2:23][CH2:22][CH2:21][CH2:20]2)[CH:13]=1)[N:32]=[CH:33][C:34]1[CH:39]=[CH:38][CH:37]=[CH:36][CH:35]=1. Procedure details: A mixture of 3-[3-(1-piperidinylmethyl)phenoxy]propanamine (A) (3.61 g) and ethyl 3-[[[1-methyl-2-(phenylmethylene)hydrazino](methylthio)methylene]amino]-3-oxopropanoate (4.7 g) was heated at 50° under water pump vacuum during 4 h. to gave the title compound as an orange gum (7.3 g). T.l.c. System D, Rf 0.65. The reactants are C1=CC=CC2=CC3=CC=CC=C3C(=C12)C1=CC=C(C=C1)C1=NC2=CC=CC=C2N=C1 (2-(4-anthracen-9-yl-phenyl) quinoxaline), BrN1C(CCC1=O)=O (N-bromosuccinimide). Run in CN(C=O)C (N,N-dimethylformamide). Conditions: time 8 hour. Product: BrC1=C2C=CC=CC2=C(C2=CC=CC=C12)C1=CC=C(C=C1)C1=NC2=CC=CC=C2N=C1 (2-[4-(10-bromo-anthracen-9-yl)-phenyl]-quinoxaline). Isolated yield 520.9%. Reaction SMILES: [CH:1]1[C:14]2[C:5](=[CH:6][C:7]3[C:12]([C:13]=2[C:15]2[CH:20]=[CH:19][C:18]([C:21]4[CH:30]=[N:29][C:28]5[C:23](=[CH:24][CH:25]=[CH:26][CH:27]=5)[N:22]=4)=[CH:17][CH:16]=2)=[CH:11][CH:10]=[CH:9][CH:8]=3)[CH:4]=[CH:3][CH:2]=1.[Br:31]N1C(=O)CCC1=O>CN(C)C=O>[Br:31][C:6]1[C:7]2[C:12](=[CH:11][CH:10]=[CH:9][CH:8]=2)[C:13]([C:15]2[CH:16]=[CH:17][C:18]([C:21]3[CH:30]=[N:29][C:28]4[C:23](=[CH:24][CH:25]=[CH:26][CH:27]=4)[N:22]=3)=[CH:19][CH:20]=2)=[C:14]2[C:5]=1[CH:4]=[CH:3][CH:2]=[CH:1]2. Procedure: Dissolving 2.2 g (6.2 mmol) of 2-(4-anthracen-9-yl-phenyl) quinoxaline obtained in the foregoing step (2) into 20 milliliter of N,N-dimethylformamide, and adding 1.2 g (6.7 mmol) of N-bromosuccinimide, stirred at room temperature for 8 hours. After completion of the reaction, precipitated solids were separated by filtration and washed with water and methanol, thereby obtaining 14.9 g of 2-[4-(10-bromo-anthracen-9-yl)-phenyl]-quinoxaline (yield: 78%).